This data is from the Open Reaction Database (ORD), a public repository of structured organic reaction records. The task is: describe an organic reaction: reactants, conditions, products, and yield Reactants: Brc1cnc(Nc2ccc(-n3cc(-c4ccccn4)nn3)cc2)c2nccn12, NC(=O)c1ccc(B(O)O)cc1, c1ccc(P(c2ccccc2)(c2ccccc2)[Pd](P(c2ccccc2)(c2ccccc2)c2ccccc2)(P(c2ccccc2)(c2ccccc2)c2ccccc2)P(c2ccccc2)(c2ccccc2)c2ccccc2)cc1. The product is NC(=O)c1ccc(-c2cnc(Nc3ccc(-n4cc(-c5ccccn5)nn4)cc3)c3nccn23)cc1. As a reaction SMILES: [Br:1][c:2]1[cH:3][n:4][c:5]([NH:11][c:12]2[cH:13][cH:14][c:15](-[n:18]3[n:19][n:20][c:21](-[c:23]4[n:24][cH:25][cH:26][cH:27][cH:28]4)[cH:22]3)[cH:16][cH:17]2)[c:6]2[n:7]1[cH:8][cH:9][n:10]2.[NH2:29][C:30](=[O:31])[c:32]1[cH:33][cH:34][c:35]([B:38]([OH:39])[OH:40])[cH:36][cH:37]1.[cH:41]1[cH:42][cH:43][c:44]([P:45]([Pd:46]([P:47]([c:48]2[cH:49][cH:50][cH:51][cH:52][cH:53]2)([c:54]2[cH:55][cH:56][cH:57][cH:58][cH:59]2)[c:60]2[cH:61][cH:62][cH:63][cH:64][cH:65]2)([P:66]([c:67]2[cH:68][cH:69][cH:70][cH:71][cH:72]2)([c:73]2[cH:74][cH:75][cH:76][cH:77][cH:78]2)[c:79]2[cH:80][cH:81][cH:82][cH:83][cH:84]2)[P:85]([c:86]2[cH:87][cH:88][cH:89][cH:90][cH:91]2)([c:92]2[cH:93][cH:94][cH:95][cH:96][cH:97]2)[c:98]2[cH:99][cH:100][cH:101][cH:102][cH:103]2)([c:104]2[cH:105][cH:106][cH:107][cH:108][cH:109]2)[c:110]2[cH:111][cH:112][cH:113][cH:114][cH:115]2)[cH:116][cH:117]1>>[c:2]1(-[c:35]2[cH:34][cH:33][c:32]([C:30]([NH2:29])=[O:31])[cH:37][cH:36]2)[cH:3][n:4][c:5]([NH:11][c:12]2[cH:13][cH:14][c:15](-[n:18]3[n:19][n:20][c:21](-[c:23]4[n:24][cH:25][cH:26][cH:27][cH:28]4)[cH:22]3)[cH:16][cH:17]2)[c:6]2[n:7]1[cH:8][cH:9][n:10]2. The reactants are CC(C)Br, CN(C)C=O, CO, ClCCl, Cc1ccc(CNc2nc(F)nc3[nH]cnc23)cn1, [K+], [K+], O=C([O-])[O-]. Yields the product Cc1ccc(CNc2nc(F)nc3c2ncn3C(C)C)cn1. RXN SMILES: [Br:26][CH:27]([CH3:28])[CH3:29].[CH3:33][N:34]([CH3:35])[CH:36]=[O:37].[CH3:38][OH:39].[Cl:30][CH2:31][Cl:32].[F:1][c:2]1[n:3][c:4]([NH:11][CH2:12][c:13]2[cH:14][n:15][c:16]([CH3:19])[cH:17][cH:18]2)[c:5]2[n:6][cH:7][nH:8][c:9]2[n:10]1.[K+:20].[K+:21].[O-:22][C:23]([O-:24])=[O:25]>>[F:1][c:2]1[n:3][c:4]([NH:11][CH2:12][c:13]2[cH:14][n:15][c:16]([CH3:19])[cH:17][cH:18]2)[c:5]2[n:6][cH:7][n:8]([CH:27]([CH3:28])[CH3:29])[c:9]2[n:10]1. Yields the product COC1C(O)C(CO)OC1n1cnc2c(N)nc(F)nc21. As a reaction SMILES: [C:23]([O:24][N:25]=[O:26])([CH3:27])([CH3:28])[CH3:29].[C:30](=[O:31])([OH:32])[O-:33].[CH3:2][O:3][CH:4]1[CH:5]([n:12]2[cH:13][n:14][c:15]3[c:16]([NH2:17])[n:18][c:19]([NH2:22])[n:20][c:21]23)[O:6][CH:7]([CH2:10][OH:11])[CH:8]1[OH:9].[FH:1].[Na+:34].[O:35]=[C:36]=[O:37].[OH2:44].[cH:38]1[cH:39][cH:40][n:41][cH:42][cH:43]1>>[F:1][c:19]1[n:18][c:16]([NH2:17])[c:15]2[n:14][cH:13][n:12]([CH:5]3[CH:4]([O:3][CH3:2])[CH:8]([OH:9])[CH:7]([CH2:10][OH:11])[O:6]3)[c:21]2[n:20]1. Starting materials: CC(C)(C)ON=O, O=C([O-])O, COC1C(O)C(CO)OC1n1cnc2c(N)nc(N)nc21, F, [Na+], O=C=O, O, c1ccncc1. The reactants are N1[C@H](CCC1)COC=1C(=NC=CC1)C(=O)OCC ((R)-ethyl 3-(pyrrolidin-2-ylmethoxy)picolinate), FC(C=1C=C(C(=O)O)C=CC1)(F)F (3-trifluoromethylbenzoic acid), COC=1C=C(C(=NC1)C(=O)O)OC[C@@H]1N(CCC1)C(=O)[C@@H]1CC[C@H](CC1)C(F)(F)F (5-methoxy-3-(((R)-1-(trans-4-(trifluoromethyl)cyclohexanecarbonyl)pyrrolidin-2-yl)methoxy)picolinic acid). Yields the product FC(C=1C=C(C(=O)N2[C@H](CCC2)COC=2C(=NC=CC2)C(=O)OCC)C=CC1)(F)F ((R)-ethyl 3-((1-(3-(trifluoromethyl)benzoyl)pyrrolidin-2-yl)methoxy)picolinate). Reaction SMILES: [NH:1]1[CH2:5][CH2:4][CH2:3][C@@H:2]1[CH2:6][O:7][C:8]1[C:9]([C:14]([O:16][CH2:17][CH3:18])=[O:15])=[N:10][CH:11]=[CH:12][CH:13]=1.[F:19][C:20]([F:31])([F:30])[C:21]1[CH:22]=[C:23]([CH:27]=[CH:28][CH:29]=1)[C:24](O)=[O:25].COC1C=C(OC[C@H]2CCCN2C([C@H]2CC[C@H](C(F)(F)F)CC2)=O)C(C(O)=O)=NC=1>>[F:19][C:20]([F:30])([F:31])[C:21]1[CH:22]=[C:23]([CH:27]=[CH:28][CH:29]=1)[C:24]([N:1]1[CH2:5][CH2:4][CH2:3][C@@H:2]1[CH2:6][O:7][C:8]1[C:9]([C:14]([O:16][CH2:17][CH3:18])=[O:15])=[N:10][CH:11]=[CH:12][CH:13]=1)=[O:25]. Procedure: The title compound was prepared according to the procedure described in Step 5 of EXAMPLE 31 using (R)-ethyl 3-(pyrrolidin-2-ylmethoxy)picolinate bis(trifuluoroacetic acid) salt (EXAMPLE 34 Step 1) and 3-trifluoromethylbenzoic acid instead of ammonium chloride and 5-methoxy-3-(((R)-1-(trans-4-(trifluoromethyl)cyclohexanecarbonyl)pyrrolidin-2-yl)methoxy)picolinic acid. Starting materials: C1CCOC1, Cc1cc(-c2ccc(C(F)(F)F)cc2)cc(-c2cccc(-c3cccc(S(=O)(=O)Cl)c3)n2)n1, CCOC(C)=O, NCCOCCO. Yields the product Cc1cc(-c2ccc(C(F)(F)F)cc2)cc(-c2cccc(-c3cccc(S(=O)(=O)NCCOCCO)c3)n2)n1. Reaction SMILES: [CH2:41]1[O:42][CH2:43][CH2:44][CH2:45]1.[CH3:1][c:2]1[cH:3][c:4](-[c:24]2[cH:25][cH:26][c:27]([C:30]([F:31])([F:32])[F:33])[cH:28][cH:29]2)[cH:5][c:6](-[c:8]2[n:9][c:10](-[c:14]3[cH:15][c:16]([S:20](=[O:21])(=[O:22])[Cl:23])[cH:17][cH:18][cH:19]3)[cH:11][cH:12][cH:13]2)[n:7]1.[CH3:46][CH2:47][O:48][C:49]([CH3:50])=[O:51].[NH2:34][CH2:35][CH2:36][O:37][CH2:38][CH2:39][OH:40]>>[CH3:1][c:2]1[cH:3][c:4](-[c:24]2[cH:25][cH:26][c:27]([C:30]([F:31])([F:32])[F:33])[cH:28][cH:29]2)[cH:5][c:6](-[c:8]2[n:9][c:10](-[c:14]3[cH:15][c:16]([S:20](=[O:21])(=[O:22])[NH:34][CH2:35][CH2:36][O:37][CH2:38][CH2:39][OH:40])[cH:17][cH:18][cH:19]3)[cH:11][cH:12][cH:13]2)[n:7]1. The reactants are FC1=C(C=CC(=C1)[N+](=O)[O-])C(C(=O)OC)C(=O)OC (dimethyl (2-fluoro-4-nitrophenyl)malonate), CS(=O)C (DMSO), [Cl-].[Na+] (sodium chloride), Cl (hydrochloric acid), O (water), [Cl-].[Li+] (lithium chloride). Solvent: C(C)(=O)OCC (ethyl acetate). Reaction conditions: temperature 100 celsius. The product is FC1=C(C=CC(=C1)[N+](=O)[O-])CC(=O)OCC (Ethyl (2-fluoro-4-nitrophenyl)acetate). As a reaction SMILES: [F:1][C:2]1[CH:7]=[C:6]([N+:8]([O-:10])=[O:9])[CH:5]=[CH:4][C:3]=1[CH:11]([C:16]([O:18][CH3:19])=[O:17])C(OC)=O.O.[Cl-].[Li+].[Cl-].[Na+].Cl.[CH3:26]S(C)=O>C(OCC)(=O)C>[F:1][C:2]1[CH:7]=[C:6]([N+:8]([O-:10])=[O:9])[CH:5]=[CH:4][C:3]=1[CH2:11][C:16]([O:18][CH2:19][CH3:26])=[O:17] |f:2.3,4.5|. Procedure details: 500 mg (1.84 mmol) of dimethyl (2-fluoro-4-nitrophenyl)malonate are dissolved in 10 ml of DMSO. 33.2 mg (1.84 mmol) of water and 313 mg (7.37 mmol) of lithium chloride are added, and the mixture is heated at 100° C. for 3 hours. The reaction solution is then poured into 30 ml of ethyl acetate and shaken with saturated sodium chloride solution and with dilute hydrochloric acid. The mixture is dried over sodium sulfate and the solvent is removed under reduced pressure. The oil obtained is purified... The reactants are ON=C([C@H]1OC(OC1)(C)C)Cl ((S)-N-hydroxy-2,2-dimethyl-1,3-dioxolane-4-carbimidoyl chloride), CS(=O)(=O)Cl (methanesulfonyl chloride), C(C)(C)N(C(C)C)CC (N,N-diisopropylethylamine). Solvent: C1CCOC1 (THF). Run at time 1 hour. The product is CC1(OC[C@H](O1)C(=NOS(=O)(=O)C)Cl)C ((S)-2,2-dimethyl-N-(methylsulfonyloxy)-1,3-dioxolane-4-carbimidoyl chloride). Yield: 86.6%. As a reaction SMILES: [OH:1][N:2]=[C:3]([Cl:11])[C@@H:4]1[CH2:8][O:7][C:6]([CH3:10])([CH3:9])[O:5]1.[CH3:12][S:13](Cl)(=[O:15])=[O:14].C(N(CC)C(C)C)(C)C>C1COCC1>[CH3:10][C:6]1([CH3:9])[O:5][C@H:4]([C:3]([Cl:11])=[N:2][O:1][S:13]([CH3:12])(=[O:15])=[O:14])[CH2:8][O:7]1. Procedure: A solution of (S)-N-hydroxy-2,2-dimethyl-1,3-dioxolane-4-carbimidoyl chloride (9.88 g, 55.01 mmol) in THF (200 mL) at 0° C. was added methanesulfonyl chloride (4.703 ml, 60.51 mmol), followed by N,N-diisopropylethylamine (10.54 ml, 60.51 mmol) and the reaction was stirred for 1 hour at ambient temperature, filtered and concentrated in vacuo. The residue was purified over silica gel (25 to 100% ethyl acetate in hexanes) to afford (S)-2,2-dimethyl-N-(methylsulfonyloxy)-1,3-dioxolane-4-carbimidoyl ... Reaction SMILES: [Br:1][C:2]1[CH:3]=[C:4]([N:8]2[CH2:12][CH2:11][CH2:10][C@H:9]2[CH2:13]O)[CH:5]=[N:6][CH:7]=1.S(Cl)([Cl:17])=O.C([O-])(O)=O.[Na+]>C(Cl)Cl>[Br:1][C:2]1[CH:7]=[N:6][CH:5]=[C:4]([N:8]2[CH2:12][CH2:11][CH2:10][C@H:9]2[CH2:13][Cl:17])[CH:3]=1 |f:2.3|. Reactants: S(=O)(Cl)Cl (thionyl chloride), BrC=1C=C(C=NC1)N1[C@@H](CCC1)CO ((S)-(1-(5-bromopyridin-3-yl)pyrrolidin-2-yl)methanol), C(=O)(O)[O-].[Na+] (NaHCO3). Solvent: C(Cl)Cl (DCM), C(Cl)Cl (DCM). Procedure details: To a solution of (S)-(1-(5-bromopyridin-3-yl)pyrrolidin-2-yl)methanol (0.060 g, 0.233 mmol) in DCM (1 mL) cooled to 0° C. was added thionyl chloride (0.112 g, 0.932 mmol) dropwise. The reaction mixture was stirred at this temperature for 30 min and then allowed to warm up to room temperature and stirring was continued over night. The mixture was diluted with DCM, poured into aq. NaHCO3 (10 mL) and the aqueous layer was extracted with DCM (2×20 mL). Combined organics were washed with brine, dried... Product: BrC=1C=NC=C(C1)N1[C@@H](CCC1)CCl (3-Bromo-5-((S)-2-chloromethyl-pyrrolidin-1-yl)-pyridine). Yield: 85.7%. Reaction conditions: time 30 minute. Starting materials: CC(=O)O, COc1ccc2c(c1)C(C)(C)CCC2, O=[Cr](=O)=O, O. Product: COc1ccc2c(c1)C(C)(C)CCC2=O. RXN SMILES: [CH3:19][C:20](=[O:21])[OH:22].[CH3:1][O:2][c:3]1[cH:4][cH:5][c:6]2[c:11]([cH:12]1)[C:10]([CH3:13])([CH3:14])[CH2:9][CH2:8][CH2:7]2.[O:15]=[Cr:16](=[O:17])=[O:18].[OH2:23]>>[CH3:1][O:2][c:3]1[cH:4][cH:5][c:6]2[c:11]([cH:12]1)[C:10]([CH3:13])([CH3:14])[CH2:9][CH2:8][C:7]2=[O:15].